From a dataset of the Open Reaction Database (ORD), a public repository of structured organic reaction records. describe an organic reaction: reactants, conditions, products, and yield The reactants are CN(C(=O)C(C)(C)C)c1ccc(OC(=O)C(C)(C)C)c2ccccc12 (substrate), O=C=O (effective_coupling_partner). The reagents and catalysts are dppf. Conditions: temperature 80 celsius, time 48 hour. Product: CN(C(=O)C(C)(C)C)c1ccc(C(=O)O)c2ccccc12. The reactants are O1C(=CC=C1)CCC(=O)OC (methyl 3-(2-furyl)propionate), CP(OC)(OC)=O (dimethyl methylphosphonate), P([O-])([O-])=O (phosphonate), C(CCC)[Li] (n-butyllithium). Run in C(C)(=O)O (acetic acid), O1CCCC1 (tetrahydrofuran), CCCCCC (hexane). Run at time 5 minute. Yields the product O=C(CP(OC)(OC)=O)CCC=1OC=CC1 (Dimethyl 2-Oxo-4-(2-furyl)butylphosphonate). Isolated yield 32.8%. As a reaction SMILES: [CH3:1][P:2](=[O:7])([O:5][CH3:6])[O:3][CH3:4].P(=O)([O-])[O-].C([Li])CCC.[O:17]1[CH:21]=[CH:20][CH:19]=[C:18]1[CH2:22][CH2:23][C:24](OC)=[O:25]>O1CCCC1.CCCCCC.C(O)(=O)C>[O:25]=[C:24]([CH2:23][CH2:22][C:18]1[O:17][CH:21]=[CH:20][CH:19]=1)[CH2:1][P:2](=[O:7])([O:5][CH3:6])[O:3][CH3:4]. Procedure details: A solution of 25 g (0.21 mole) dimethyl methylphosphonate (Aldrich) in 300 ml dry tetrahydrofuran was cooled to -78° in a dry nitrogen atmosphere. To the stirred phosphonate solution was added 80 ml of 2.67 M n-butyllithium in hexane solution (Alfa Inorganics, Inc.) dropwise over a period of 18 minutes at such a rate that the reaction temperature never rose above -65°. After an additional 5 minutes stirring at -78°, 16.0 g (.104 mole) methyl 3-(2-furyl)propionate was added dropwise at a rate tha... Starting materials: C(CC)N1C(C(C2=CC=CC=C12)=O)=O (1-propylindoline-2,3-dione), N1C(=O)C(=O)C2=CC=CC=C12 (isatin), BrCCC(C)C (1-bromo-3-methyl butane). The product is C(CC(C)C)N1C(C(C2=CC=CC=C12)=O)=O (1-isopentylindoline-2,3-dione). As a reaction SMILES: C(N1[C:12]2[C:7](=[CH:8]C=CC=2)[C:6](=O)[C:5]1=O)CC.[NH:15]1[C:25]2[C:20](=[CH:21][CH:22]=[CH:23][CH:24]=2)[C:18](=[O:19])[C:16]1=[O:17].BrCCC(C)C>>[CH2:5]([N:15]1[C:25]2[C:20](=[CH:21][CH:22]=[CH:23][CH:24]=2)[C:18](=[O:19])[C:16]1=[O:17])[CH2:6][CH:7]([CH3:12])[CH3:8]. Procedure: Was prepared in an analogous manner to 1-propylindoline-2,3-dione using commercially available isatin (purchased from Fisher Scientific) and 1-bromo-3-methyl butane (purchased from Fisher Scientific). 1H NMR δ 7.58 (m, 2H), 7.10 (t, 1H), 6.89 (d, 1H), 3.73 (t, 2H), 1.58 (m, 3H), 1.00 (d, 6H). Reaction SMILES: [CH2:1]([c:2]1[cH:3][cH:4][cH:5][cH:6][cH:7]1)[O:8][CH2:9][CH2:10][CH2:11][c:12]1[cH:13][c:14]([O:20][C:21]([C:22]([F:23])([F:24])[F:25])=[O:26])[n:15][c:16]([S:18][CH3:19])[n:17]1.[CH3:40][OH:41].[K+:37].[K+:38].[OH2:39].[S:27]([O:28][O:29][S:30]([O-:31])(=[O:32])=[O:33])([O-:34])(=[O:35])=[O:36]>>[CH2:1]([c:2]1[cH:3][cH:4][cH:5][cH:6][cH:7]1)[O:8][CH2:9][CH2:10][CH2:11][c:12]1[cH:13][c:14]([O:20][C:21]([C:22]([F:23])([F:24])[F:25])=[O:26])[n:15][c:16]([S:18]([CH3:19])(=[O:39])=[O:41])[n:17]1. Reactants: CSc1nc(CCCOCc2ccccc2)cc(OC(=O)C(F)(F)F)n1, CO, [K+], [K+], O, O=S(=O)([O-])OOS(=O)(=O)[O-]. Product: CS(=O)(=O)c1nc(CCCOCc2ccccc2)cc(OC(=O)C(F)(F)F)n1. Starting materials: C(C)(C)(C)OC(=O)N1CCN(CC1)CC1=CC=C(C=C1)[C@H]1COC=2C(=NC=CC2)O1 (4-[(S)-4-(2,3-dihydro-[1,4]dioxino[2,3-b]pyridin-3-yl)-benzyl]-piperazine-1-carboxylic acid tert-butyl ester), C(C)(C)(C)OC(=O)N1CCN(CC1)CC1=CC=C(C=C1)[C@H]1COC=2C(=NC=CC2)O1 (4-[(S)-4-(2,3-dihydro-[1,4]dioxino[2,3-b]pyridin-3-yl)-benzyl]-piperazine-1-carboxylic acid tert-butyl ester), Cl (HCl), O (water), C(=O)([O-])[O-].[Na+].[Na+] (Na2CO3). Solvent: O1CCOCC1 (1,4-dioxane), O1CCOCC1 (1,4-dioxane). Run at time 8 hour. Yields the product N1(CCNCC1)CC1=CC=C(C=C1)[C@H]1COC=2C(=NC=CC2)O1 ((S)-3-(4-piperazin-1-ylmethyl-phenyl)-2,3-dihydro-[1,4]dioxino[2,3-b]pyridine). As a reaction SMILES: C(OC([N:8]1[CH2:13][CH2:12][N:11]([CH2:14][C:15]2[CH:20]=[CH:19][C:18]([C@@H:21]3[O:30][C:25]4=[N:26][CH:27]=[CH:28][CH:29]=[C:24]4[O:23][CH2:22]3)=[CH:17][CH:16]=2)[CH2:10][CH2:9]1)=O)(C)(C)C.Cl.O.C([O-])([O-])=O.[Na+].[Na+]>O1CCOCC1>[N:11]1([CH2:14][C:15]2[CH:20]=[CH:19][C:18]([C@@H:21]3[O:30][C:25]4=[N:26][CH:27]=[CH:28][CH:29]=[C:24]4[O:23][CH2:22]3)=[CH:17][CH:16]=2)[CH2:12][CH2:13][NH:8][CH2:9][CH2:10]1 |f:3.4.5|. Procedure details: To a solution of 4-[(S)-4-(2,3-dihydro-[1,4]dioxino[2,3-b]pyridin-3-yl)-benzyl]-piperazine-1-carboxylic acid tert-butyl ester (prepared from Intermediate C and piperazine-1-carboxylic acid tert-butyl ester according to General Method N) (7.32 g, 17.8 mmol) in 1,4-dioxane (200 mL) is added 4M HCl in 1,4-dioxane (22.2 mL, 88.9 mmol). The resulting slurry is stirred overnight. The reaction is poured into water (600 mL) and basified with 2M aqueous Na2CO3. The product is extracted with DCM, and the ... Reactants: FC1=CC=C(C=C1)C=1OC(=C(N1)CC(=O)O)C ([2-(4-Fluorophenyl)-5-methyl-1,3-oxazol-4-yl]acetic acid), ON1N=NC2=C1C=CC=C2 (1-hydroxybenzotriazole), Cl.CN(CCCN=C=NCC)C (1-(3-dimethylaminopropyl)-3-ethylcarbodiimide hydrochloride), C(C)(C)N(C(C)C)CC (N,N-diisopropylethylamine), Cl.ClC=1C=C(C(=O)N2C[C@@H](OCC2)CN)C=CC1Cl (1-[(2S)-4-(3,4-dichlorobenzoyl)morpholin-2-yl]methanamine hydrochloride). The solvent is CN(C=O)C (N,N-dimethylformamide). Conditions: temperature 20 celsius, time 10 minute. Yields the product ClC=1C=C(C(=O)N2C[C@@H](OCC2)CNC(CC=2N=C(OC2C)C2=CC=C(C=C2)F)=O)C=CC1Cl (N-{[(2S)-4-(3,4-dichlorobenzoyl)morpholin-2-yl]methyl}-2-[2-(4-fluorophenyl)-5-methyl-1,3-oxazol-4-yl]acetamide). The yield is 99.1%. As a reaction SMILES: [F:1][C:2]1[CH:7]=[CH:6][C:5]([C:8]2[O:9][C:10]([CH3:17])=[C:11]([CH2:13][C:14]([OH:16])=O)[N:12]=2)=[CH:4][CH:3]=1.ON1C2C=CC=CC=2N=N1.Cl.CN(C)CCCN=C=NCC.C(N(CC)C(C)C)(C)C.Cl.[Cl:50][C:51]1[CH:52]=[C:53]([CH:64]=[CH:65][C:66]=1[Cl:67])[C:54]([N:56]1[CH2:61][CH2:60][O:59][C@@H:58]([CH2:62][NH2:63])[CH2:57]1)=[O:55]>CN(C)C=O>[Cl:50][C:51]1[CH:52]=[C:53]([CH:64]=[CH:65][C:66]=1[Cl:67])[C:54]([N:56]1[CH2:61][CH2:60][O:59][C@@H:58]([CH2:62][NH:63][C:14](=[O:16])[CH2:13][C:11]2[N:12]=[C:8]([C:5]3[CH:4]=[CH:3][C:2]([F:1])=[CH:7][CH:6]=3)[O:9][C:10]=2[CH3:17])[CH2:57]1)=[O:55] |f:2.3,5.6|. Procedure details: A mixture of Intermediate 12 (0.015 g), 1-hydroxybenzotriazole (0.0097 g), 1-(3-dimethylaminopropyl)-3-ethylcarbodiimide hydrochloride (0.012 g) and N,N-diisopropylethylamine (0.027 ml) in N,N-dimethylformamide (2 ml) was stirred at 20° C. for 10 min. The mixture was treated with Intermediate 31 (0.023 g) and stirred at 20° C. for 96 h. The mixture was applied sequentially to a sulphonic acid ion exchange cartridge (1 g SCX, prewashed with methanol) and IsoluteR aminopropyl solid phase extractio...